From a dataset of the Open Reaction Database (ORD), a public repository of structured organic reaction records. describe an organic reaction: reactants, conditions, products, and yield Starting materials: CO, N#Cc1ncccc1N1CCCCC1, N. The product is NCc1ncccc1N1CCCCC1. As a reaction SMILES: [CH3:16][OH:17].[N:1]1([c:7]2[c:8]([C:13]#[N:14])[n:9][cH:10][cH:11][cH:12]2)[CH2:2][CH2:3][CH2:4][CH2:5][CH2:6]1.[NH3:15]>>[N:1]1([c:7]2[c:8]([CH2:13][NH2:14])[n:9][cH:10][cH:11][cH:12]2)[CH2:2][CH2:3][CH2:4][CH2:5][CH2:6]1.